This data is from the Open Reaction Database (ORD), a public repository of structured organic reaction records. The task is: describe an organic reaction: reactants, conditions, products, and yield Starting materials: ClCCl, CN(C)CCN(C)C, CCOC(C)=O, O=C1CCCC2COCC(c3cc(F)c(F)c(F)c3)N12, I, [Na+], [Na+], CCOP(OCC)OCC, O=S([O-])([O-])=S. Yields the product CCOP(=O)(OCC)C1CCC2COCC(c3cc(F)c(F)c(F)c3)N2C1=O. Reaction SMILES: [CH2:53]([Cl:54])[Cl:55].[CH3:21][N:22]([CH3:23])[CH2:24][CH2:25][N:26]([CH3:27])[CH3:28].[CH3:47][CH2:48][O:49][C:50](=[O:51])[CH3:52].[F:1][c:2]1[cH:3][c:4]([CH:10]2[N:11]3[CH:12]([CH2:13][O:14][CH2:15]2)[CH2:16][CH2:17][CH2:18][C:19]3=[O:20])[cH:5][c:6]([F:9])[c:7]1[F:8].[I:29].[Na+:35].[Na+:36].[P:37]([O:38][CH2:39][CH3:40])([O:41][CH2:42][CH3:43])[O:44][CH2:45][CH3:46].[S:30]([O-:31])([O-:32])(=[O:33])=[S:34]>>[F:1][c:2]1[cH:3][c:4]([CH:10]2[N:11]3[CH:12]([CH2:13][O:14][CH2:15]2)[CH2:16][CH2:17][CH:18]([P:37]([O:38][CH2:39][CH3:40])([O:41][CH2:42][CH3:43])=[O:44])[C:19]3=[O:20])[cH:5][c:6]([F:9])[c:7]1[F:8].